This data is from the Open Reaction Database (ORD), a public repository of structured organic reaction records. The task is: describe an organic reaction: reactants, conditions, products, and yield The reactants are CC1=C(O)C(=CC(=C1)O)C (2,6-dimethylhydroquinone), C([O-])([O-])=O.[K+].[K+] (potassium carbonate), ClC[Si](C)(C)C (chloromethyltrimethylsilane). The solvent is ice water, CN(C=O)C (dimethylformamide). Product: CC1=C(C(=CC(=C1)OC[Si](C)(C)C)C)O (2,6-Dimethyl-4[(trimethylsilyl)methoxy]phenol). As a reaction SMILES: [CH3:1][C:2]1[CH:8]=[C:7]([OH:9])[CH:6]=[C:5]([CH3:10])[C:3]=1[OH:4].C(=O)([O-])[O-].[K+].[K+].Cl[CH2:18][Si:19]([CH3:22])([CH3:21])[CH3:20]>CN(C)C=O>[CH3:1][C:2]1[CH:8]=[C:7]([O:9][CH2:18][Si:19]([CH3:22])([CH3:21])[CH3:20])[CH:6]=[C:5]([CH3:10])[C:3]=1[OH:4] |f:1.2.3|. Procedure details: Mix 2,6-dimethylhydroquinone (1.4 g, 10 mmol), potassium carbonate (1.4 g, 10 mmol), chloromethyltrimethylsilane (1.9 g, 10 mmol) and dimethylformamide (50 mL). Stir at room temperature under inert atmosphere until the reaction is complete. Dilute the mixture with ice-water and extract with ethyl ether. Wash the ethereal layer with water, then brine and filter through fluorosil-Na2SO4. Evaporate to give the title compound and purify by silica gel chromatography. Starting materials: COc1ccc2c(Nc3c(Cl)cncc3Br)cc(=O)oc2c1OC1CCCC1, C=C(OCC)[Sn](CCCC)(CCCC)CCCC, Cc1ccccc1, Cl[Pd]Cl, c1ccc(P(c2ccccc2)c2ccccc2)cc1, c1ccc(P(c2ccccc2)c2ccccc2)cc1. Yields the product C=C(OCC)c1cncc(Cl)c1Nc1cc(=O)oc2c(OC3CCCC3)c(OC)ccc12. RXN SMILES: [Br:1][c:2]1[cH:3][n:4][cH:5][c:6]([Cl:28])[c:7]1[NH:8][c:9]1[cH:10][c:11](=[O:27])[o:12][c:13]2[c:14]([O:21][CH:22]3[CH2:23][CH2:24][CH2:25][CH2:26]3)[c:15]([O:19][CH3:20])[cH:16][cH:17][c:18]12.[CH2:29]([Sn:30]([CH2:31][CH2:32][CH2:33][CH3:39])([C:34](=[CH2:35])[O:36][CH2:37][CH3:38])[CH2:40][CH2:41][CH2:42][CH3:43])[CH2:44][CH2:45][CH3:46].[CH3:88][c:89]1[cH:90][cH:91][cH:92][cH:93][cH:94]1.[Pd:47]([Cl:48])[Cl:49].[c:50]1([P:51]([c:52]2[cH:53][cH:54][cH:55][cH:56][cH:57]2)[c:58]2[cH:59][cH:60][cH:61][cH:62][cH:63]2)[cH:64][cH:65][cH:66][cH:67][cH:68]1.[c:69]1([P:70]([c:71]2[cH:72][cH:73][cH:74][cH:75][cH:76]2)[c:77]2[cH:78][cH:79][cH:80][cH:81][cH:82]2)[cH:83][cH:84][cH:85][cH:86][cH:87]1>>[c:2]1([C:34](=[CH2:35])[O:36][CH2:37][CH3:38])[cH:3][n:4][cH:5][c:6]([Cl:28])[c:7]1[NH:8][c:9]1[cH:10][c:11](=[O:27])[o:12][c:13]2[c:14]([O:21][CH:22]3[CH2:23][CH2:24][CH2:25][CH2:26]3)[c:15]([O:19][CH3:20])[cH:16][cH:17][c:18]12. Reactants: FC1=C(C=C2C(=NC=NC2=C1)NC1=CC(=CC=C1)C)NC (7-fluoro-6-methylamino-4-(3'-methylanilino)quinazoline), ClCC(=O)Cl (2-chloroacetyl chloride). Yields the product Cl.ClCC(=O)N(C)C=1C=C2C(=NC=NC2=CC1F)NC1=CC(=CC=C1)C (6-(2-chloro-N-methylacetamido)-7-fluoro-4-(3'-methylanilino)quinazoline hydrochloride). Reaction SMILES: [F:1][C:2]1[CH:11]=[C:10]2[C:5]([C:6]([NH:12][C:13]3[CH:18]=[CH:17][CH:16]=[C:15]([CH3:19])[CH:14]=3)=[N:7][CH:8]=[N:9]2)=[CH:4][C:3]=1[NH:20][CH3:21].[Cl:22][CH2:23][C:24](Cl)=[O:25]>>[ClH:22].[Cl:22][CH2:23][C:24]([N:20]([C:3]1[CH:4]=[C:5]2[C:10](=[CH:11][C:2]=1[F:1])[N:9]=[CH:8][N:7]=[C:6]2[NH:12][C:13]1[CH:18]=[CH:17][CH:16]=[C:15]([CH3:19])[CH:14]=1)[CH3:21])=[O:25] |f:2.3|. Procedure details: Using an analogous procedure to that described in Example 4, 7-fluoro-6-methylamino-4-(3'-methylanilino)quinazoline was reacted with 2-chloroacetyl chloride to give 6-(2-chloro-N-methylacetamido)-7-fluoro-4-(3'-methylanilino)quinazoline hydrochloride (0.097 g); Starting materials: C1(=CC=CC=C1)P(C1=CC=CC=C1)C1=CC=CC=C1 (triphenylphosphine), FC1=C(N)C(=C(C(=C1F)Br)F)F (2,3,5,6-Tetrafluoro-4-bromoaniline), COC=1C=C(C=CC1)B(O)O (3-methoxyphenylboronic acid), tetrakistriphenylphosphine palladium(0), C([O-])([O-])=O.[K+].[K+] (Potassium carbonate). Solvent: COCCOC (DME), COCCOC (DME). Conditions: temperature 90 celsius. Product: FC1=C(N)C(=C(C(=C1F)C1=CC(=CC=C1)OC)F)F (2,3,5,6-tetrafluoro-4-(3′-methoxyphenyl)aniline). RXN SMILES: [F:1][C:2]1[C:8]([F:9])=[C:7](Br)[C:6]([F:11])=[C:5]([F:12])[C:3]=1[NH2:4].[CH3:13][O:14][C:15]1[CH:16]=[C:17](B(O)O)[CH:18]=[CH:19][CH:20]=1.C1(P(C2C=CC=CC=2)C2C=CC=CC=2)C=CC=CC=1.C(=O)([O-])[O-].[K+].[K+]>COCCOC>[F:1][C:2]1[C:8]([F:9])=[C:7]([C:19]2[CH:18]=[CH:17][CH:16]=[C:15]([O:14][CH3:13])[CH:20]=2)[C:6]([F:11])=[C:5]([F:12])[C:3]=1[NH2:4] |f:3.4.5|. Procedure: 2,3,5,6-Tetrafluoro-4-bromoaniline (7.5 g, 30.7 mmol) is dissolved in DME (150 mL) and treated with 3-methoxyphenylboronic acid (4.7 g, 30.7 mmol), a catalytic amount of tetrakistriphenylphosphine palladium(0) (0.70 g, 0.6 mmol) and triphenylphosphine (0.66 g, 2.5 mmol). Potassium carbonate (8.5 μg in 50 mL of water) is added and the reaction mixture stirred and heated to 90° C. for 24 hours. After cooling to room temperature most of the DME is removed by rotary evaporator under high vacuum. The... The reactants are CC[Zn]CC, CCCCCCC, C=C(c1ccc2c(c1)C(C)(C)CCC2(C)C)c1ccccc1C(=O)OC, ClCCl, ICI. The product is COC(=O)c1ccccc1C1(c2ccc3c(c2)C(C)(C)CCC3(C)C)CC1. RXN SMILES: [CH3:30][CH2:31][Zn:32][CH2:33][CH3:34].[CH3:35][CH2:36][CH2:37][CH2:38][CH2:39][CH2:40][CH3:41].[CH3:4][C:5]1([CH3:29])[c:6]2[cH:7][cH:8][c:9]([C:17](=[CH2:18])[c:19]3[c:20]([C:25](=[O:26])[O:27][CH3:28])[cH:21][cH:22][cH:23][cH:24]3)[cH:10][c:11]2[C:12]([CH3:15])([CH3:16])[CH2:13][CH2:14]1.[Cl:42][CH2:43][Cl:44].[I:1][CH2:2][I:3]>>[CH3:4][C:5]1([CH3:29])[c:6]2[cH:7][cH:8][c:9]([C:17]3([c:19]4[c:20]([C:25](=[O:26])[O:27][CH3:28])[cH:21][cH:22][cH:23][cH:24]4)[CH2:18][CH2:30]3)[cH:10][c:11]2[C:12]([CH3:15])([CH3:16])[CH2:13][CH2:14]1. The reactants are O1C(COC2=C3C=NNC3=CC(=C2)C)C1 (4-(2,3-epoxypropoxy)-6-methylindazole), Cl (hydrogen chloride). Solvent: C(C)(=O)O (acetic acid), C(C)(=O)O (acetic acid). Run at time 1 hour. Product: ClCC(COC1=C2C=NNC2=CC(=C1)C)O (4-(3-chloro-2-hydroxypropoxy)-6-methyl-indazole). As a reaction SMILES: [O:1]1[CH2:15][CH:2]1[CH2:3][O:4][C:5]1[CH:13]=[C:12]([CH3:14])[CH:11]=[C:10]2[C:6]=1[CH:7]=[N:8][NH:9]2.[ClH:16]>C(O)(=O)C>[Cl:16][CH2:15][CH:2]([OH:1])[CH2:3][O:4][C:5]1[CH:13]=[C:12]([CH3:14])[CH:11]=[C:10]2[C:6]=1[CH:7]=[N:8][NH:9]2. Procedure details: A solution of 2.7 g. 4-(2,3-epoxypropoxy)-6-methylindazole in 10 ml. glacial acetic acid is introduced, while stirring, into 10 ml. glacial acetic acid which has been saturated with hydrogen chloride at ambient temperature. After 1 hour at ambient temperature, the reaction mixture is poured into 300 ml. water and neutralised with sodium bicarbonate, a viscous oil thereby separating out, which solidifies after stirring for a comparatively long time or upon triturating with toluene. When recrystal... Starting materials: CCC(C)C(C)C(=O)Cl, CCOC(=O)c1cnc2c3cc(N)ccc3c(C)cn2c1=O, c1ccncc1. Yields the product CCOC(=O)c1cnc2c3cc(NC(=O)C(C)C(C)CC)ccc3c(C)cn2c1=O. RXN SMILES: [CH3:23][CH:24]([C:25](=[O:26])[Cl:27])[CH:28]([CH2:29][CH3:30])[CH3:31].[NH2:1][c:2]1[cH:3][cH:4][c:5]2[c:6]([CH3:22])[cH:7][n:8]3[c:9]([c:10]2[cH:11]1)[n:12][cH:13][c:14]([C:17](=[O:18])[O:19][CH2:20][CH3:21])[c:15]3=[O:16].[cH:32]1[cH:33][cH:34][n:35][cH:36][cH:37]1>>[NH:1]([c:2]1[cH:3][cH:4][c:5]2[c:6]([CH3:22])[cH:7][n:8]3[c:9]([c:10]2[cH:11]1)[n:12][cH:13][c:14]([C:17](=[O:18])[O:19][CH2:20][CH3:21])[c:15]3=[O:16])[C:25]([CH:24]([CH3:23])[CH:28]([CH2:29][CH3:30])[CH3:31])=[O:26]. Starting materials: CC1(OC2=CC=C(C=C2C(C1)(C)C)C(COC1=CC=C(C(=O)OC)C=C1)CCCCC)C ((RS)-methyl 4-[2-(2,2,4,4-tetramethyl-chroman-6-yl)-heptyloxy]-benzoate), O.[OH-].[Li+] (lithium hydroxide hydrate). Run in C1CCOC1 (THF), O (water), CCOCC (ether). Conditions: temperature 40 celsius, time 6 hour. Product: CC1(OC2=CC=C(C=C2C(C1)(C)C)C(COC1=CC=C(C(=O)O)C=C1)CCCCC)C ((RS)-4-[2-(2,2,4,4-tetramethyl-chroman-6-yl)-heptyloxy]-benzoic Acid). The yield is 95.8%. RXN SMILES: [CH3:1][C:2]1([CH3:32])[CH2:11][C:10]([CH3:13])([CH3:12])[C:9]2[C:4](=[CH:5][CH:6]=[C:7]([CH:14]([CH2:27][CH2:28][CH2:29][CH2:30][CH3:31])[CH2:15][O:16][C:17]3[CH:26]=[CH:25][C:20]([C:21]([O:23]C)=[O:22])=[CH:19][CH:18]=3)[CH:8]=2)[O:3]1.O.[OH-].[Li+]>C1COCC1.O.CCOCC>[CH3:1][C:2]1([CH3:32])[CH2:11][C:10]([CH3:12])([CH3:13])[C:9]2[C:4](=[CH:5][CH:6]=[C:7]([CH:14]([CH2:27][CH2:28][CH2:29][CH2:30][CH3:31])[CH2:15][O:16][C:17]3[CH:18]=[CH:19][C:20]([C:21]([OH:23])=[O:22])=[CH:25][CH:26]=3)[CH:8]=2)[O:3]1 |f:1.2.3|. Procedure details: 550 mg of (RS)-methyl 4-[2-(2,2,4,4-tetramethyl-chroman-6-yl)-heptyloxy]-benzoate, dissolved in 40 ml THF/10 ml H2O/10 ml methanol, was treated with 600 mg of lithium hydroxide hydrate. The mixture was stirred at 40° C. for 6 hours. The mixture was diluted with 10 ml water and acidified to pH 2 with 1N hydrochloric. The resulting suspension was taken in 40 ml ether and the phases were separated. The aqueous phase was extracted with three portions of 20 ml ether. The combined extracts were dried ... The reactants are ClC1=NC=CC(=N1)C=1C(=NNC1)C1=CC=C(C=C1)F (2-chloro-4-[3-(4-fluorophenyl)-1H-pyrazol-4-yl]pyrimidine). Solvent: C(C1=CC=CC=C1)N (benzylamine). Yields the product FC1=CC=C(C=C1)C1=NNC=C1C1=NC(=NC=C1)NCC1=CC=CC=C1 (4-[3-(4-fluorophenyl)-1H-pyrazol-4-yl]-N-(phenylmethyl)-2-pyrimidinamine). Isolated yield 95.0%. Reaction SMILES: Cl[C:2]1[N:7]=[C:6]([C:8]2[C:9]([C:13]3[CH:18]=[CH:17][C:16]([F:19])=[CH:15][CH:14]=3)=[N:10][NH:11][CH:12]=2)[CH:5]=[CH:4][N:3]=1>C(N)C1C=CC=CC=1>[F:19][C:16]1[CH:17]=[CH:18][C:13]([C:9]2[C:8]([C:6]3[CH:5]=[CH:4][N:3]=[C:2]([NH:10][CH2:9][C:13]4[CH:18]=[CH:17][CH:16]=[CH:15][CH:14]=4)[N:7]=3)=[CH:12][NH:11][N:10]=2)=[CH:14][CH:15]=1. Procedure details: This compound was synthesize by refluxing 2-chloro-4-[3-(4-fluorophenyl)-1H-pyrazol-4-yl]pyrimidine prepared in accordance with Example A-299 in benzylamine overnight. The product, 4-[3-(4-fluorophenyl)-1H-pyrazol-4-yl]-N-(phenylmethyl)-2-pyrimidinamine, was obtained as a white solid in 95% yield; mp: 216-217° C.; Anal. Calc'd for C20H16FN5: C, 69.55; H, 4.67; N, 20.28. Found: C, 69.73; H, 4.69; N, 19.90.